From a dataset of the Open Reaction Database (ORD), a public repository of structured organic reaction records. describe an organic reaction: reactants, conditions, products, and yield Reactants: C(C)(C)(C)O[C@H](C(=O)OC)C1=C2N3CCC(OC\C=C/C[C@@H](OC=4C=C(C=C(C4C4=CC=CC(C5=CN2C(C(=C1C)C)=N5)=C4)F)F)C)(CC3)C (methyl(2S)-2-(tert-butoxy)-2-[(22S,24Z)-16,18-difluoro-4,5,22,28-tetramethyl-21,27-dioxa-1,7,34-triazahexacyclo[26.2.2.16,9.110,14.02,7.015,20]tetratriaconta-2,4,6(34),8,10(33),11,13,15(20),16,18,24-undecaen-3-yl]acetate), C(C)(C)(C)O[C@H](C(=O)OC)C1=C2N3CCC(OCCCC[C@@H](OC=4C=C(C=CC4C4=CC=CC(C5=CN2C(C=C1C)=N5)=C4)F)C)(CC3)C (methyl(2S)-2-(tert-butoxy)-2-[(22S)-18-fluoro-4,22,28-trimethyl-21,27-dioxa-1,7,34-triazahexacyclo[26.2.2.16,9.110,14.02,7.015,20]tetratriaconta-2,4,6(34),8,10(33),11,13,15(20),16,18-decaen-3-yl]acetate). Yields the product C(C)(C)(C)O[C@H](C(=O)OC)C1=C2N3CCC(OCCCC[C@@H](OC=4C=C(C=C(C4C4=CC=CC(C5=CN2C(C(=C1C)C)=N5)=C4)F)F)C)(CC3)C (Methyl(2S)-2-(tert-butoxy)-2-[(22S)-16,18-difluoro-4,5,22,28-tetramethyl-21,27-dioxa-1,7,34-triazahexacyclo[26.2.2.16,9.110,14.02,7.015,20]tetratriaconta-2,4,6(34),8,10(33),11,13,15(20),16,18-decaen-3-yl]acetate). Isolated yield 69.8%. As a reaction SMILES: [C:1]([O:5][C@@H:6]([C:11]1[C:40]([CH3:41])=[C:39]([CH3:42])[C:38]2=[N:43][C:35]3=[CH:36][N:37]2[C:12]=1[N:13]1[CH2:49][CH2:48][C:16]([CH3:50])([O:17][CH2:18][CH:19]=[CH:20][CH2:21][C@H:22]([CH3:47])[O:23][C:24]2[CH:25]=[C:26]([F:46])[CH:27]=[C:28]([F:45])[C:29]=2[C:30]2[CH:44]=[C:34]3[CH:33]=[CH:32][CH:31]=2)[CH2:15][CH2:14]1)[C:7]([O:9][CH3:10])=[O:8])([CH3:4])([CH3:3])[CH3:2].C(O[C@@H](C1C(C)=CC2=NC3=CN2C=1N1CCC(C)(OCCCC[C@H](C)OC2C=C(F)C=CC=2C2C=C3C=CC=2)CC1)C(OC)=O)(C)(C)C>>[C:1]([O:5][C@@H:6]([C:11]1[C:40]([CH3:41])=[C:39]([CH3:42])[C:38]2=[N:43][C:35]3=[CH:36][N:37]2[C:12]=1[N:13]1[CH2:14][CH2:15][C:16]([CH3:50])([O:17][CH2:18][CH2:19][CH2:20][CH2:21][C@H:22]([CH3:47])[O:23][C:24]2[CH:25]=[C:26]([F:46])[CH:27]=[C:28]([F:45])[C:29]=2[C:30]2[CH:44]=[C:34]3[CH:33]=[CH:32][CH:31]=2)[CH2:48][CH2:49]1)[C:7]([O:9][CH3:10])=[O:8])([CH3:4])([CH3:2])[CH3:3]. Procedure: Prepared in 69.8% yield from methyl(2S)-2-(tert-butoxy)-2-[(22S,24Z)-16,18-difluoro-4,5,22,28-tetramethyl-21,27-dioxa-1,7,34-triazahexacyclo[26.2.2.16,9.110,14.02,7.015,20]tetratriaconta-2,4,6(34),8,10(33),11,13,15(20),16,18,24-undecaen-3-yl]acetate following the procedure for methyl(2S)-2-(tert-butoxy)-2-[(22S)-18-fluoro-4,22,28-trimethyl-21,27-dioxa-1,7,34-triazahexacyclo[26.2.2.16,9.110,14.02,7.015,20]tetratriaconta-2,4,6(34),8,10(33),11,13,15(20),16,18-decaen-3-yl]acetate. LCMS (ESI, M+1): 6...